This data is from the Open Reaction Database (ORD), a public repository of structured organic reaction records. The task is: describe an organic reaction: reactants, conditions, products, and yield Starting materials: C(C)OC(CBr)=O (ethylbromoacetate), CCOC(=O)C (EtOAc), C(C)C1=C(C=CC(=C1)CO)O (2-ethyl-4-(hydroxymethyl)phenol), C([O-])([O-])=O.[Cs+].[Cs+] (caesium carbonate), BrCC(=O)OCC (ethyl bromoacetate). The solvent is O (water), C(C)#N (acetonitrile). Reaction conditions: time 18 hour. Yields the product C(C)C1=C(OCC(=O)OCC)C=CC(=C1)CO (Ethyl [2-ethyl-4-(hydroxymethyl)phenoxy]acetate). Yield: 61.6%. As a reaction SMILES: [CH2:1]([C:3]1[CH:8]=[C:7]([CH2:9][OH:10])[CH:6]=[CH:5][C:4]=1[OH:11])[CH3:2].C(=O)([O-])[O-].[Cs+].[Cs+].Br[CH2:19][C:20]([O:22][CH2:23][CH3:24])=[O:21].CCOC(C)=O>C(#N)C.O>[CH2:1]([C:3]1[CH:8]=[C:7]([CH2:9][OH:10])[CH:6]=[CH:5][C:4]=1[O:11][CH2:19][C:20]([O:22][CH2:23][CH3:24])=[O:21])[CH3:2] |f:1.2.3|. Procedure: To a solution of 2-ethyl-4-(hydroxymethyl)phenol (3.67 g, 24.1 mmol) in anhydrous acetonitrile (125 mL) was added caesium carbonate (8.65 g, 26.6 mmol), the reaction mixture was then flushed with nitrogen and cooled to 0° C. before addition of ethyl bromoacetate (2.68 mL, 24.1 mmol). The reaction mixture was allowed to gradually attain room temperature and stirred for 18 h. Further ethylbromoacetate (0.26 mL, 2.4 mmol) was added and stirring continued for 4 h. The reaction mixture was diluted wi... Reactants: CCO, CC#N, ClCBr, [K+], [K], [OH-], Cc1nnc(S)s1. The product is Cc1nnc(SCCl)s1. Reaction SMILES: [CH3:14][CH2:15][OH:16].[CH3:17][C:18]#[N:19].[Cl:11][CH2:12][Br:13].[K+:9].[K:10].[OH-:8].[SH:1][c:2]1[s:3][c:4]([CH3:7])[n:5][n:6]1>>[S:1]([c:2]1[s:3][c:4]([CH3:7])[n:5][n:6]1)[CH2:12][Cl:11].